From a dataset of the Open Reaction Database (ORD), a public repository of structured organic reaction records. describe an organic reaction: reactants, conditions, products, and yield The reactants are Br[Si](C)(C)C (bromotrimethylsilane), C(C)OP(OCC)(=O)C=1C(NC2=CC(=C(C=C2C1)S(=O)(=O)NCCC)Cl)=O (7-Chloro-2-oxo-6-[(n-propylamino)sulphonyl]-1,2-dihydro-3-quinolylphosphonic Acid Diethyl Ester). Run in C(C)#N (acetonitrile). Product: ClC1=C(C=C2C=C(C(NC2=C1)=O)P(O)(O)=O)S(=O)(=O)NCCC (7-Chloro-2-oxo-6-[(n-propylamino)sulphonyl]-1,2-dihydro-3-quinolylphosphonic Acid). As a reaction SMILES: Br[Si](C)(C)C.C([O:8][P:9]([C:14]1[C:15](=[O:32])[NH:16][C:17]2[C:22]([CH:23]=1)=[CH:21][C:20]([S:24]([NH:27][CH2:28][CH2:29][CH3:30])(=[O:26])=[O:25])=[C:19]([Cl:31])[CH:18]=2)(=[O:13])[O:10]CC)C>C(#N)C>[Cl:31][C:19]1[CH:18]=[C:17]2[C:22]([CH:23]=[C:14]([P:9](=[O:8])([OH:13])[OH:10])[C:15](=[O:32])[NH:16]2)=[CH:21][C:20]=1[S:24]([NH:27][CH2:28][CH2:29][CH3:30])(=[O:25])=[O:26]. Reported procedure: 25.3 mmol of bromotrimethylsilane are added to a suspension of the compound obtained in Example 1 (2.53 mmol) in 30 ml of anhydrous acetonitrile. Stirring is carried out at reflux for 1 hour, followed by evaporation to dryness. The residue is dried in vacuo and taken up in methanol. The suspension is stirred for 30 minutes and becomes increasingly thick. The precipitate is filtered off and rinsed with a small amount of methanol to obtain the title product.